This data is from the Open Reaction Database (ORD), a public repository of structured organic reaction records. The task is: describe an organic reaction: reactants, conditions, products, and yield Reactants: [H-].[Na+] (NaH), COC1=CC=C(CCl)C=C1 (4-Methoxybenzyl chloride), NC=1N=CC2=C(N1)NC(C(=C2)C2=C(C=CC=C2Cl)Cl)=O (2-amino-6-(2,6-dichlorophenyl)-pyrido[2,3-d]pyrimidin-7(8H)-one). Solvent: CN(C=O)C (dimethylformamide). Run at temperature 50 celsius. Yields the product 208, NC=1N=CC2=C(N1)N(C(C(=C2)C2=C(C=CC=C2Cl)Cl)=O)CC2=CC=C(C=C2)OC (2-amino-6-(2,6-dichlorophenyl)-8-(4-methoxybenzyl)-8H-pyrido[2,3-d]pyrimidin-7-one). Isolated yield 72.0%. Reaction SMILES: [H-].[Na+].[NH2:3][C:4]1[N:5]=[CH:6][C:7]2[CH:13]=[C:12]([C:14]3[C:19]([Cl:20])=[CH:18][CH:17]=[CH:16][C:15]=3[Cl:21])[C:11](=[O:22])[NH:10][C:8]=2[N:9]=1.[CH3:23][O:24][C:25]1[CH:32]=[CH:31][C:28]([CH2:29]Cl)=[CH:27][CH:26]=1>CN(C)C=O>[NH2:3][C:4]1[N:5]=[CH:6][C:7]2[CH:13]=[C:12]([C:14]3[C:15]([Cl:21])=[CH:16][CH:17]=[CH:18][C:19]=3[Cl:20])[C:11](=[O:22])[N:10]([CH2:29][C:28]3[CH:31]=[CH:32][C:25]([O:24][CH3:23])=[CH:26][CH:27]=3)[C:8]=2[N:9]=1 |f:0.1|. Procedure details: To a suspension of NaH (60% in mineral oil, 38 mg) in 8 mL of dimethylformamide was added 2-amino-6-(2,6-dichlorophenyl)-pyrido[2,3-d]pyrimidin-7(8H)-one (208 mg, 0.68 mmol). The mixture was heated at 50° C. for 1 hour, resulting in a clear solution. 4-Methoxybenzyl chloride (130 μL, 0.95 mmol) was added, and the reaction mixture was heated at 50° C. for 30 minutes, then poured onto ice water. The resulting precipitate was removed by filtration and washed with water. The solid was purified by fl... Reported procedure: The manner in which 2-[(3-aminophenyl)methyl]-1-azabicyclo[2.2.2]octane is synthesized can vary. For example, in one method, 3-nitrobenzaldehyde can be condensed with 3-quinuclidinone in an aldol reaction using potassium hydroxide and ethanol to yield 2-[(3-nitrophenyl)methylene]-1-azabicyclo[2.2.2]octan-3-one. The latter compound can be converted to the corresponding dithioketal by treatment with 1,2-ethanedithiol and boron triflouride etherate. Reduction and desulfurization can be effected by ... The reagents and catalysts are [Ni] (Raney nickel), [Pd] (palladium on carbon). Starting materials: chloro, [C].[C] (carbon carbon), Cl.Cl.ClC1C(N2CCC1CC2)=CC2=CC(=CC=C2)[N+](=O)[O-] (3-chloro-2-[(3-nitrophenyl)methylene]-1-azabicyclo[2.2.2]octane dihydrochloride), S(=O)(Cl)Cl (thionyl chloride). Reaction SMILES: Cl.Cl.Cl[CH:4]1[CH:9]2[CH2:10][CH2:11][N:6]([CH2:7][CH2:8]2)[C:5]1=[CH:12][C:13]1[CH:18]=[CH:17][CH:16]=[C:15]([N+:19]([O-])=O)[CH:14]=1.S(Cl)(Cl)=O.[C].[C]>[Ni].[Pd]>[NH2:19][C:15]1[CH:14]=[C:13]([CH2:12][CH:5]2[CH2:4][CH:9]3[CH2:10][CH2:11][N:6]2[CH2:7][CH2:8]3)[CH:18]=[CH:17][CH:16]=1 |f:0.1.2,4.5|. The product is NC=1C=C(C=CC1)CC1N2CCC(C1)CC2 (2-[(3-aminophenyl)methyl]-1-azabicyclo[2.2.2]octane). Starting materials: [Na+].[I-] (NaI), C1CCC2=NCCCN2CC1 (DBU), C(C)OC(COC1=CC=C(C2=CC=CC=C12)NC)=O ((4-methylamino-naphthalen-1-yloxy)-acetic acid ethyl ester), ClC(C)C=1C(=NC(=CC1)C1=CC=C(C=C1)C(F)(F)F)C ([rac]-3-(1-chloro-ethyl)-2-methyl-6-(4-trifluoromethyl-phenyl)-pyridine), 1G, ice KHSO4. The solvent is CS(=O)C (DMSO). Conditions: temperature 40 celsius, time 20 hour. The product is C(C)OC(COC1=CC=C(C2=CC=CC=C12)N(C(C)C=1C(=NC(=CC1)C1=CC=C(C=C1)C(F)(F)F)C)C)=O ([rac]-[4-(Methyl-{1-[2-methyl-6-(4-trifluoromethyl-phenyl)-pyridin-3-yl]-ethyl}-amino)-naphthalen-1-yloxy]-acetic acid ethyl ester). Reaction SMILES: [CH2:1]([O:3][C:4](=[O:19])[CH2:5][O:6][C:7]1[C:16]2[C:11](=[CH:12][CH:13]=[CH:14][CH:15]=2)[C:10]([NH:17][CH3:18])=[CH:9][CH:8]=1)[CH3:2].Cl[CH:21]([C:23]1[C:24]([CH3:39])=[N:25][C:26]([C:29]2[CH:34]=[CH:33][C:32]([C:35]([F:38])([F:37])[F:36])=[CH:31][CH:30]=2)=[CH:27][CH:28]=1)[CH3:22].[Na+].[I-].C1CCN2C(=NCCC2)CC1>CS(C)=O>[CH2:1]([O:3][C:4](=[O:19])[CH2:5][O:6][C:7]1[C:16]2[C:11](=[CH:12][CH:13]=[CH:14][CH:15]=2)[C:10]([N:17]([CH3:18])[CH:21]([C:23]2[C:24]([CH3:39])=[N:25][C:26]([C:29]3[CH:34]=[CH:33][C:32]([C:35]([F:38])([F:37])[F:36])=[CH:31][CH:30]=3)=[CH:27][CH:28]=2)[CH3:22])=[CH:9][CH:8]=1)[CH3:2] |f:2.3|. Procedure: 0.095 g (0.37 mmol) of the above prepared (4-methylamino-naphthalen-1-yloxy)-acetic acid ethyl ester and 0.220 g of [rac]-3-(1-chloro-ethyl)-2-methyl-6-(4-trifluoromethyl-phenyl)-pyridine (see below 1G], 2.0 eq.) were treated in 2.8 ml of DMSO with 0.110 g (1 eq.) of NaI and 0.168 g (1.5 eq.) of DBU. After stirring for 20 h at 40° C., the reaction mixture was poured onto crashed ice/KHSO4, extracted twice with AcOEt, washed with water and brine, and dried over sodium sulfate. Evaporation of the ... The reactants are OCCCBr, O=C([O-])[O-], C1CCOC1, C1CCNC1, CCOC(C)=O, [K+], [K+]. Product: OCCCN1CCCC1. As a reaction SMILES: [Br:17][CH2:18][CH2:19][CH2:20][OH:21].[C:1](=[O:2])([O-:3])[O-:4].[CH2:12]1[CH2:13][CH2:14][CH2:15][O:16]1.[CH2:7]1[CH2:8][CH2:9][NH:10][CH2:11]1.[CH3:22][CH2:23][O:24][C:25](=[O:26])[CH3:27].[K+:5].[K+:6]>>[CH2:7]1[CH2:8][CH2:9][N:10]([CH2:13][CH2:14][CH2:15][OH:16])[CH2:11]1. Reactants: [N+](=O)(O)[O-] (nitric acid), OC1=C(C=CC2=CC=CC=C12)C(=O)NCCCOC1=C(C=C(C=C1)C(C)(C)CC)C(C)(C)CC (1-hydroxy-N-[γ-(2,4-di-tert-amylphenoxy)propyl]-2-naphthamide), CO (methanol). Run in C(C)(=O)O (acetic acid). Product: OC1=C(C=C(C2=CC=CC=C12)[N+](=O)[O-])C(=O)NCCCOC1=C(C=C(C=C1)C(C)(C)CC)C(C)(C)CC (1-Hydroxy-4-nitro-N-[γ-(2,4-di-tert-amylphenoxy)propyl]-2-naphthamide). As a reaction SMILES: [OH:1][C:2]1[C:11]2[C:6](=[CH:7][CH:8]=[CH:9][CH:10]=2)[CH:5]=[CH:4][C:3]=1[C:12]([NH:14][CH2:15][CH2:16][CH2:17][O:18][C:19]1[CH:24]=[CH:23][C:22]([C:25]([CH2:28][CH3:29])([CH3:27])[CH3:26])=[CH:21][C:20]=1[C:30]([CH2:33][CH3:34])([CH3:32])[CH3:31])=[O:13].[N+:35]([O-])([OH:37])=[O:36].CO>C(O)(=O)C>[OH:1][C:2]1[C:11]2[C:6](=[CH:7][CH:8]=[CH:9][CH:10]=2)[C:5]([N+:35]([O-:37])=[O:36])=[CH:4][C:3]=1[C:12]([NH:14][CH2:15][CH2:16][CH2:17][O:18][C:19]1[CH:24]=[CH:23][C:22]([C:25]([CH2:28][CH3:29])([CH3:26])[CH3:27])=[CH:21][C:20]=1[C:30]([CH2:33][CH3:34])([CH3:32])[CH3:31])=[O:13]. Reported procedure: 100 g of 1-hydroxy-N-[γ-(2,4-di-tert-amylphenoxy)propyl]-2-naphthamide was dissolved in 1 liter of acetic acid and nitrated at 15°-18° C. using 23 g of a 60% nitric acid aqueous solution. After the completion of the reaction, 1 liter of methanol was added thereto and precipitated crystals were separated by filtration. After recrystallization from a 2:1 by volume solvent mixture composed of ethyl acetate and methanol, 70 g of the titled compound was obtained. The melting point was 209°-210° C. Reactants: CC(C)=O, O=C(Cl)Cn1c(=O)sc2ccc(Cl)cc21, [K+], [OH-], Sc1ccccc1. Product: O=C(Cn1c(=O)sc2ccc(Cl)cc21)Sc1ccccc1. As a reaction SMILES: [CH3:25][C:26](=[O:27])[CH3:28].[Cl:10][c:11]1[cH:12][cH:13][c:14]2[c:15]([n:16]([CH2:20][C:21](=[O:22])[Cl:23])[c:17](=[O:19])[s:18]2)[cH:24]1.[K+:9].[OH-:8].[SH:1][c:2]1[cH:3][cH:4][cH:5][cH:6][cH:7]1>>[S:1]([c:2]1[cH:3][cH:4][cH:5][cH:6][cH:7]1)[C:21]([CH2:20][n:16]1[c:15]2[c:14]([cH:13][cH:12][c:11]([Cl:10])[cH:24]2)[s:18][c:17]1=[O:19])=[O:22]. Starting materials: C(\C=C\C(=O)O)(=O)O (fumaric acid), N1=NC(=CC2=C1OCCO2)CNC2CCN(CC2)CCN2C1=C(N=CC2=O)C=CC(=N1)OC (4-(2-{4-[(6,7-dihydro [1,4]dioxino[2,3-c]pyridazin-3-ylmethyl)amino]-1-piperidinyl}ethyl)-6-(methyloxy)pyrido[2,3-b]pyrazin-3(4H)-one). Product: C(\C=C\C(=O)O)(=O)O.N1=NC(=CC2=C1OCCO2)CNC2CCN(CC2)CCN2C1=C(N=CC2=O)C=CC(=N1)OC (4-(2-{4-[(6,7-dihydro[1,4]dioxino[2,3-c]pyridazin-3-ylmethyl)amino]-1-piperidinyl}ethyl)-6-(methyloxy)pyrido[2,3-b]pyrazin-3(4H)-one Fumarate). RXN SMILES: [C:1]([OH:8])(=[O:7])/[CH:2]=[CH:3]/[C:4]([OH:6])=[O:5].[N:9]1[C:14]2[O:15][CH2:16][CH2:17][O:18][C:13]=2[CH:12]=[C:11]([CH2:19][NH:20][CH:21]2[CH2:26][CH2:25][N:24]([CH2:27][CH2:28][N:29]3[C:34](=[O:35])[CH:33]=[N:32][C:31]4[CH:36]=[CH:37][C:38]([O:40][CH3:41])=[N:39][C:30]3=4)[CH2:23][CH2:22]2)[N:10]=1>>[C:1]([OH:8])(=[O:7])/[CH:2]=[CH:3]/[C:4]([OH:6])=[O:5].[N:9]1[C:14]2[O:15][CH2:16][CH2:17][O:18][C:13]=2[CH:12]=[C:11]([CH2:19][NH:20][CH:21]2[CH2:22][CH2:23][N:24]([CH2:27][CH2:28][N:29]3[C:34](=[O:35])[CH:33]=[N:32][C:31]4[CH:36]=[CH:37][C:38]([O:40][CH3:41])=[N:39][C:30]3=4)[CH2:25][CH2:26]2)[N:10]=1 |f:2.3|. Procedure: Addition of one equivalent of fumaric acid to a solution of 4-(2-{4-[(6,7-dihydro [1,4]dioxino[2,3-c]pyridazin-3-ylmethyl)amino]-1-piperidinyl}ethyl)-6-(methyloxy)pyrido[2,3-b]pyrazin-3(4H)-one, followed by evaporation, provided the title compound.